describe an organic reaction: reactants, conditions, products, and yield From a dataset of the Open Reaction Database (ORD), a public repository of structured organic reaction records. The reactants are OC(C(=O)NCC(=O)OC(C)(C)C)C1=CC=C(C=C1)C1=NOC(=N1)C1=C(C(=NO1)C1=CC=CC=C1)C(F)(F)F ((R/S)-tert-butyl 2-(2-hydroxy-2-(4-(5-(3-phenyl-4-(trifluoromethyl)isoxazol-5-yl)-1,2,4-oxadiazol-3-yl)phenyl)acetamido)acetate). As a reaction SMILES: [OH:1][CH:2]([C:14]1[CH:19]=[CH:18][C:17]([C:20]2[N:24]=[C:23]([C:25]3[O:29][N:28]=[C:27]([C:30]4[CH:35]=[CH:34][CH:33]=[CH:32][CH:31]=4)[C:26]=3[C:36]([F:39])([F:38])[F:37])[O:22][N:21]=2)=[CH:16][CH:15]=1)[C:3]([NH:5][CH2:6][C:7]([O:9]C(C)(C)C)=[O:8])=[O:4]>C(Cl)Cl.C(O)(C(F)(F)F)=O>[OH:1][CH:2]([C:14]1[CH:15]=[CH:16][C:17]([C:20]2[N:24]=[C:23]([C:25]3[O:29][N:28]=[C:27]([C:30]4[CH:31]=[CH:32][CH:33]=[CH:34][CH:35]=4)[C:26]=3[C:36]([F:37])([F:38])[F:39])[O:22][N:21]=2)=[CH:18][CH:19]=1)[C:3]([NH:5][CH2:6][C:7]([OH:9])=[O:8])=[O:4]. Isolated yield 103.1%. Solvent: C(Cl)Cl (CH2Cl2), C(=O)(C(F)(F)F)O (TFA). Conditions: time 1 hour. Yields the product OC(C(=O)NCC(=O)O)C1=CC=C(C=C1)C1=NOC(=N1)C1=C(C(=NO1)C1=CC=CC=C1)C(F)(F)F (2-(2-hydroxy-2-(4-(5-(3-phenyl-4-(trifluoromethyl)isoxazol-5-yl)-1,2,4-oxadiazol-3-yl)phenyl)acetamido)acetic acid). Procedure details: (R/S)-2-Hydroxy-2-(4-(5-(3-phenyl-4-(trifluoromethyl)isoxazol-5-yl)-1,2,4-oxadiazol-3-yl)phenyl)acetic acid (Int-V, 160 mg, 0.371 mmol) was dissolved in DMF (1 mL) prior to the addition of 4-methylmorpholine (0.245 mL, 2.226 mmol), tert-butyl 2-aminoacetate (88 mg, 0.668 mmol), and HATU (254 mg, 0.668 mmol). The reaction mixture was stirred overnight before EtOAc was added. The EtOAc solution was washed with 1N HCl, sat NaHCO3, and brine. The organic layer was then dried (MgSO4) and concentrated... The reactants are BrCCBr, N#CCc1cccc(Br)c1, CC[N+](CC)(CC)Cc1ccccc1, [Cl-], [Na+], [OH-]. Product: N#CC1(c2cccc(Br)c2)CC1. As a reaction SMILES: [Br:11][CH2:12][CH2:13][Br:14].[Br:1][c:2]1[cH:3][c:4]([CH2:8][C:9]#[N:10])[cH:5][cH:6][cH:7]1.[CH2:16]([N+:17]([CH2:18][CH3:19])([CH2:20][CH3:21])[CH2:22][CH3:23])[c:24]1[cH:25][cH:26][cH:27][cH:28][cH:29]1.[Cl-:15].[Na+:31].[OH-:30]>>[Br:1][c:2]1[cH:3][c:4]([C:8]2([C:9]#[N:10])[CH2:12][CH2:13]2)[cH:5][cH:6][cH:7]1.